From a dataset of the Open Reaction Database (ORD), a public repository of structured organic reaction records. describe an organic reaction: reactants, conditions, products, and yield Reactants: CC(C)(C)NC(=O)CCl, COC(=O)c1sc2nc[nH]c(=O)c2c1C, CC#N, [K+], [K+], O=C([O-])[O-]. Yields the product COC(=O)c1sc2ncn(CC(=O)NC(C)(C)C)c(=O)c2c1C. Reaction SMILES: [C:22]([CH3:23])([CH3:24])([CH3:25])[NH:26][C:27]([CH2:28][Cl:29])=[O:30].[CH3:1][c:2]1[c:3]([C:12](=[O:13])[O:14][CH3:15])[s:4][c:5]2[n:6][cH:7][nH:8][c:9](=[O:11])[c:10]12.[CH3:31][C:32]#[N:33].[K+:16].[K+:17].[O-:18][C:19]([O-:20])=[O:21]>>[CH3:1][c:2]1[c:3]([C:12](=[O:13])[O:14][CH3:15])[s:4][c:5]2[n:6][cH:7][n:8]([CH2:28][C:27]([NH:26][C:22]([CH3:23])([CH3:24])[CH3:25])=[O:30])[c:9](=[O:11])[c:10]12. Starting materials: C(C)(=O)O.C(C)(C)(C)OC(N(CC1=C(C=C(C=C1)OC)OC)C1=NC(=C(C=C1)N)CN)=O ((5-amino-6-aminomethyl-pyridin-2-yl)-(2,4-dimethoxy-benzyl)-carbamic acid tert-butyl ester acetate salt), C(C)(C)N(C(C)C)CC (N,N-diisopropylethylamine), C(=O)(N1C=NC=C1)N1C=NC=C1 (1,1′-carbonyldiimidazole). Run in C1CCOC1 (THF). Conditions: time 8 hour. Product: C(C)(C)(C)OC(N(C=1C=CC=2NC(NCC2N1)=O)CC1=C(C=C(C=C1)OC)OC)=O ((2,4-dimethoxy-benzyl)-(2-oxo-1,2,3,4-tetrahydro-pyrido[3,2-d]pyrimidin-6-yl)-carbamic acid tert-butyl ester). Yield: 43.7%. RXN SMILES: [C:1](O)(=[O:3])C.[C:5]([O:9][C:10](=[O:32])[N:11]([C:23]1[CH:28]=[CH:27][C:26]([NH2:29])=[C:25]([CH2:30][NH2:31])[N:24]=1)[CH2:12][C:13]1[CH:18]=[CH:17][C:16]([O:19][CH3:20])=[CH:15][C:14]=1[O:21][CH3:22])([CH3:8])([CH3:7])[CH3:6].C(N(CC)C(C)C)(C)C.C(N1C=CN=C1)(N1C=CN=C1)=O>C1COCC1>[C:5]([O:9][C:10](=[O:32])[N:11]([CH2:12][C:13]1[CH:18]=[CH:17][C:16]([O:19][CH3:20])=[CH:15][C:14]=1[O:21][CH3:22])[C:23]1[CH:28]=[CH:27][C:26]2[NH:29][C:1](=[O:3])[NH:31][CH2:30][C:25]=2[N:24]=1)([CH3:8])([CH3:6])[CH3:7] |f:0.1|. Procedure: To a solution of (5-amino-6-aminomethyl-pyridin-2-yl)-(2,4-dimethoxy-benzyl)-carbamic acid tert-butyl ester acetate salt (1.3 g, 2.56 mmol) and N,N-diisopropylethylamine (890 μL, 5.12 mmol, 2 equiv) in THF (20 mL) was added a solution of 1,1′-carbonyldiimidazole (622 mg, 3.84 mmol, 1.5 equiv) and the reaction mixture was stirred overnight. The solvent was evaporated and the crude material was purified by column chromatography (SiO2, eluted with petrol—EtOAc 50-100%) to afford (2,4-dimethoxy-benz...